From a dataset of the Open Reaction Database (ORD), a public repository of structured organic reaction records. describe an organic reaction: reactants, conditions, products, and yield Starting materials: Br, CCN=C=NCCCN(C)C, COC(=O)CCc1cc(C(N)CC(C)C)no1, CCN(C(C)C)C(C)C, ClCCl, O, On1nnc2ccccc21, Cc1ccccc1NC(=O)Nc1ccc(CC(=O)O)cc1. Yields the product COC(=O)CCc1cc(C(CC(C)C)NC(=O)Cc2ccc(NC(=O)Nc3ccccc3C)cc2)no1. Reaction SMILES: [BrH:52].[CH3:41][CH2:42][N:43]=[C:44]=[N:45][CH2:46][CH2:47][CH2:48][N:49]([CH3:50])[CH3:51].[CH3:53][O:54][C:55]([CH2:56][CH2:57][c:58]1[cH:59][c:60]([CH:63]([CH2:64][CH:65]([CH3:66])[CH3:67])[NH2:68])[n:61][o:62]1)=[O:69].[CH:22]([N:23]([CH2:24][CH3:25])[CH:26]([CH3:27])[CH3:28])([CH3:29])[CH3:30].[Cl:70][CH2:71][Cl:72].[OH2:73].[OH:31][n:32]1[c:33]2[c:34]([cH:35][cH:36][cH:37][cH:38]2)[n:39][n:40]1.[c:1]1([CH3:21])[c:2]([NH:7][C:8]([NH:9][c:10]2[cH:11][cH:12][c:13]([CH2:16][C:17](=[O:18])[OH:19])[cH:14][cH:15]2)=[O:20])[cH:3][cH:4][cH:5][cH:6]1>>[c:1]1([CH3:21])[c:2]([NH:7][C:8]([NH:9][c:10]2[cH:11][cH:12][c:13]([CH2:16][C:17](=[O:19])[NH:68][CH:63]([c:60]3[cH:59][c:58]([CH2:57][CH2:56][C:55]([O:54][CH3:53])=[O:69])[o:62][n:61]3)[CH2:64][CH:65]([CH3:66])[CH3:67])[cH:14][cH:15]2)=[O:20])[cH:3][cH:4][cH:5][cH:6]1. Starting materials: COC=1C=C(C=CC1OC)C(CCCC1N(CC2=CC(=C(C=C2C1)OC)OC)C)(C(=O)OC)C(C)C (3-[4-(3,4-dimethoxyphenyl)-4-isopropyl-4-(carbomethoxy)butyl]-6,7-dimethoxy-N-methyl-1,2,3,4-tetrahydroisoquinoline), COC=1C=C(C=CC1OC)C(CCCC1N(CC2=CC(=C(C=C2C1)OC)OC)C)(C(=O)OC)C(C)C (3-[4-(3,4-dimethoxyphenyl)-4-isopropyl-4-(carbomethoxy)butyl]-6,7-dimethoxy-N-methyl-1,2,3,4-tetrahydroisoquinoline), C=1(C(=CC=CC1)C)C (xylene), [Al](C)(C)N (Me2AlNH2), C=1(C(=CC=CC1)C)C (xylene), dimethylaluminum amide, C=1(C(=CC=CC1)C)C (xylene), [Al](C)(C)N (Me2AlNH2), ester, COC=1C=C(C=CC1OC)C(CCCC1N(CC2=CC(=C(C=C2C1)OC)OC)C)(C(=O)OC)C(C)C (3-[4-(3,4-dimethoxyphenyl)-4-isopropyl-4-(carbomethoxy)butyl]-6,7-dimethoxy-N-methyl-1,2,3,4-tetrahydroisoquinoline). The solvent is hydrocarbon, C(Cl)Cl (CH2Cl2). Yields the product COC=1C=C(C=CC1OC)C(CCCC1N(CC2=CC(=C(C=C2C1)OC)OC)C)(C#N)C(C)C (3-[4-(3,4-dimethoxyphenyl)-4-isopropyl-4-cyanobutyl]-6,7-dimethoxy-N-methyl-1,2,3,4-tetrahydroisoquinoline). RXN SMILES: [CH3:1][O:2][C:3]1[CH:4]=[C:5]([C:11]([CH:34]([CH3:36])[CH3:35])([C:30](OC)=O)[CH2:12][CH2:13][CH2:14][CH:15]2[CH2:24][C:23]3[C:18](=[CH:19][C:20]([O:27][CH3:28])=[C:21]([O:25][CH3:26])[CH:22]=3)[CH2:17][N:16]2[CH3:29])[CH:6]=[CH:7][C:8]=1[O:9][CH3:10].C1(C)C(C)=CC=CC=1.[Al]([NH2:48])(C)C>C(Cl)Cl>[CH3:1][O:2][C:3]1[CH:4]=[C:5]([C:11]([CH:34]([CH3:35])[CH3:36])([C:30]#[N:48])[CH2:12][CH2:13][CH2:14][CH:15]2[CH2:24][C:23]3[C:18](=[CH:19][C:20]([O:27][CH3:28])=[C:21]([O:25][CH3:26])[CH:22]=3)[CH2:17][N:16]2[CH3:29])[CH:6]=[CH:7][C:8]=1[O:9][CH3:10]. Procedure: Alternatively, one may convert the ester group of compound 11.1 directly to the cyano group by treatment with 2 equivalents of dimethylaluminum amide (S. Weinreb, et al., Tetrahedron Lett., 4907 (1979), incorporated herein by reference). This reaction is performed in a suitable aprotic hydrocarbon solvent, preferably a high-boiling solvent such as xylene. Two equivalents of Me2AlNH2 in CH2Cl2 is added to a solution of the ester of formula 11.1 in the appropriate solvent and heated at 80°-170° C....